This data is from the Open Reaction Database (ORD), a public repository of structured organic reaction records. The task is: describe an organic reaction: reactants, conditions, products, and yield Starting materials: CC(CSC(=O)c1ccccc1)C(=O)N1CC2CCCN2CC1C(=O)O, CO. Product: CC(CS)C(=O)N1CC2CCCN2CC1C(=O)O. As a reaction SMILES: [C:1](=[O:2])([c:3]1[cH:4][cH:5][cH:6][cH:7][cH:8]1)[S:9][CH2:10][CH:11]([C:12](=[O:13])[N:14]1[CH:15]([C:23](=[O:24])[OH:25])[CH2:16][N:17]2[CH2:18][CH2:19][CH2:20][CH:21]2[CH2:22]1)[CH3:26].[CH3:27][OH:28]>>[SH:9][CH2:10][CH:11]([C:12](=[O:13])[N:14]1[CH:15]([C:23](=[O:24])[OH:25])[CH2:16][N:17]2[CH2:18][CH2:19][CH2:20][CH:21]2[CH2:22]1)[CH3:26]. Reactants: [Li]CCCC (n-BuLi), S1C=CC=C1 (thiophene), C[C@H](CI)CC ((S)-2-methylbutyliodide). The solvent is C1CCOC1 (THF), C1CCOC1 (THF). Reaction conditions: temperature -78 celsius, time 1 hour. Yields the product C[C@H](CC=1SC=CC1)CC ((S)-2-(2-methylbutyl)thiophene). RXN SMILES: [S:1]1[CH:5]=[CH:4][CH:3]=[CH:2]1.[Li]CCCC.[CH3:11][C@@H:12]([CH2:15][CH3:16])[CH2:13]I>C1COCC1>[CH3:11][C@@H:12]([CH2:15][CH3:16])[CH2:13][C:2]1[S:1][CH:5]=[CH:4][CH:3]=1. Reported procedure: A solution of thiophene (10.6 g, 0.13 mol) in dry THF (100 mL) was cooled to −78° C. under nitrogen. A solution of n-BuLi (28.0 mL, 2.5 M, 70.0 mmol) was then added dropwise. After addition, the reaction mixture was stirred at −78° C. for additional 1 hour, before a solution of (S)-2-methylbutyliodide (10.0 g, 50.5 mmol) in dry THF (20 mL) was added slowly. This mixture was stirred at −78° C. for 1 hour, and then allowed to warm to room temperature slowly and stirred at room temperature overnigh... The reactants are C1(=CC=CC=C1)C=1OC(=C(N1)CC(=O)O)C1=CSC=C1 (2-[2-phenyl-5-(3-thienyl)-4-oxazolyl]acetic acid), S(=O)(Cl)Cl (thionyl chloride). Solvent: C(CCC)O (n-butanol). Yields the product C1(=CC=CC=C1)C=1OC(=C(N1)CC(=O)OCCCC)C1=CSC=C1 (n-butyl 2-[2-phenyl-5-(3-thienyl)-4-oxazolyl]acetate). Yield: 66.9%. As a reaction SMILES: [C:1]1([C:7]2[O:8][C:9]([C:16]3[CH:20]=[CH:19][S:18][CH:17]=3)=[C:10]([CH2:12][C:13]([OH:15])=[O:14])[N:11]=2)[CH:6]=[CH:5][CH:4]=[CH:3][CH:2]=1.S(Cl)(Cl)=O>C(O)CCC>[C:1]1([C:7]2[O:8][C:9]([C:16]3[CH:20]=[CH:19][S:18][CH:17]=3)=[C:10]([CH2:12][C:13]([O:15][CH2:6][CH2:1][CH2:2][CH3:3])=[O:14])[N:11]=2)[CH:6]=[CH:5][CH:4]=[CH:3][CH:2]=1. Procedure details: 2 g of 2-[2-phenyl-5-(3-thienyl)-4-oxazolyl]acetic acid, 3 g of thionyl chloride and 30 ml of n-butanol are treated in the same manner as described in Example 13. 0.8 g of n-butyl 2-[2-phenyl-5-(3-thienyl)-4-oxazolyl]acetate is thereby obtained. Yield: 33.5% Reactants: COc1cc(-c2nnc(-c3cccnc3C(F)(F)F)o2)cc([N+](=O)[O-])c1OC, ClCCl, O=C(OC(=O)C(F)(F)F)C(F)(F)F, NC(N)=O, OO. Yields the product COc1cc(-c2nnc(-c3ccc[n+]([O-])c3C(F)(F)F)o2)cc([N+](=O)[O-])c1OC. As a reaction SMILES: [CH3:1][O:2][c:3]1[cH:4][c:5](-[c:14]2[n:15][n:16][c:17](-[c:19]3[c:20]([C:25]([F:26])([F:27])[F:28])[n:21][cH:22][cH:23][cH:24]3)[o:18]2)[cH:6][c:7]([N+:11](=[O:12])[O-:13])[c:8]1[O:9][CH3:10].[Cl:48][CH2:49][Cl:50].[F:35][C:36]([F:37])([F:38])[C:39]([O:40][C:41](=[O:42])[C:43]([F:44])([F:45])[F:46])=[O:47].[NH2:31][C:32](=[O:33])[NH2:34].[OH:29][OH:30]>>[CH3:1][O:2][c:3]1[cH:4][c:5](-[c:14]2[n:15][n:16][c:17](-[c:19]3[c:20]([C:25]([F:26])([F:27])[F:28])[n+:21]([O-:33])[cH:22][cH:23][cH:24]3)[o:18]2)[cH:6][c:7]([N+:11](=[O:12])[O-:13])[c:8]1[O:9][CH3:10]. The reactants are 2-acylpyrroles, 3-alkylated pyrroles, N1C=CC=C1 (pyrrole), 2-alkylated pyrroles, [BH4-].[Na+] (sodium borohydride), C1(=CC=CC=C1)S(=O)(=O)Cl (phenylsulfonyl chloride), [OH-].[Na+] (sodium hydroxide). Solvent: CC(C)O (2-propanol). The product is C1(=CC=CC=C1)S(=O)(=O)N1C=CC=C1 (N-phenylsulfonylpyrrole). As a reaction SMILES: [BH4-].[Na+].[NH:3]1[CH:7]=[CH:6][CH:5]=[CH:4]1.[C:8]1([S:14](Cl)(=[O:16])=[O:15])[CH:13]=[CH:12][CH:11]=[CH:10][CH:9]=1.[OH-].[Na+]>CC(O)C>[C:8]1([S:14]([N:3]2[CH:7]=[CH:6][CH:5]=[CH:4]2)(=[O:16])=[O:15])[CH:13]=[CH:12][CH:11]=[CH:10][CH:9]=1 |f:0.1,4.5|. Reported procedure: Papireddy, K. et al. have recently disclosed the antimalarial activity of prodiginines. In this paper, the authors disclosed the synthesis of 2-alkylated pyrroles and 3-alkylated pyrroles. The intermediates were subsequently used to generate synthetic analogs of prodiginines. In order to generate 2-alkylated pyrroles, pyrrole was acylated using zinc powder to afford 2-acylpyrroles. The 2-acylpyrroles were reduced to the corresponding 2-alkylated pyrroles using an excess of sodium borohydride in ... Starting materials: OC1=CC=C(C=C1)C=1OC2=C(N1)C=C(C=C2)CCCCCCCC (2-(4-hydroxyphenyl)-5-octylbenzooxazole), C(CCCCCC)(=O)O (heptanoic acid), N,N-dicyclohexylcarbodiimide. The solvent is ClCCl (dichloromethane). Yields the product C(CCCCCC)(=O)OC1=CC=C(C=C1)C=1OC2=C(N1)C=C(C=C2)CCCCCCCC (2-(4-heptanoyloxyphenyl)-5-octylbenzooxazole). Isolated yield 60.9%. RXN SMILES: [OH:1][C:2]1[CH:7]=[CH:6][C:5]([C:8]2[O:9][C:10]3[CH:16]=[CH:15][C:14]([CH2:17][CH2:18][CH2:19][CH2:20][CH2:21][CH2:22][CH2:23][CH3:24])=[CH:13][C:11]=3[N:12]=2)=[CH:4][CH:3]=1.[C:25](O)(=[O:32])[CH2:26][CH2:27][CH2:28][CH2:29][CH2:30][CH3:31]>ClCCl>[C:25]([O:1][C:2]1[CH:3]=[CH:4][C:5]([C:8]2[O:9][C:10]3[CH:16]=[CH:15][C:14]([CH2:17][CH2:18][CH2:19][CH2:20][CH2:21][CH2:22][CH2:23][CH3:24])=[CH:13][C:11]=3[N:12]=2)=[CH:6][CH:7]=1)(=[O:32])[CH2:26][CH2:27][CH2:28][CH2:29][CH2:30][CH3:31]. Procedure details: In a 30 ml round-bottom flask, 0.50 g (1.55 m mole) of 2-(4-hydroxyphenyl)-5-octylbenzooxazole, 0.22 g (1.69 m mole) of heptanoic acid and 10 ml of dichloromethane were placed, followed by adding 0.32 g (1.55 m mole) of N,N-dicyclohexylcarbodiimide and 0.04 g of 4-pyrrodinopyridine in order at room temperature under stirring, and stirring at room temperature for 85 minutes. The resultant N,N'-dicyclohexylurea was filtered off and the filtrate was dried under reduced pressure to precipitate a res... Starting materials: OCC1CC1, N#CN1Cc2ccccc2-c2ccccc2C1. Product: N=C(OCC1CC1)N1Cc2ccccc2-c2ccccc2C1. As a reaction SMILES: [OH:18][CH2:19][CH:20]1[CH2:21][CH2:22]1.[cH:1]1[cH:2][cH:3][cH:4][c:5]2[c:11]1-[c:10]1[c:9]([cH:15][cH:14][cH:13][cH:12]1)[CH2:8][N:7]([C:16]#[N:17])[CH2:6]2>>[cH:1]1[cH:2][cH:3][cH:4][c:5]2[c:11]1-[c:10]1[c:9]([cH:15][cH:14][cH:13][cH:12]1)[CH2:8][N:7]([C:16](=[NH:17])[O:18][CH2:19][CH:20]1[CH2:21][CH2:22]1)[CH2:6]2. Reactants: COCOc1ccccc1-c1cc(C(=O)NC(=N)N)c2ccccc2n1, CC(C)O, Cl. Yields the product Cl, N=C(N)NC(=O)c1cc(-c2ccccc2O)nc2ccccc12. Reaction SMILES: [CH3:1][O:2][CH2:3][O:4][c:5]1[c:6](-[c:11]2[n:12][c:13]3[cH:14][cH:15][cH:16][cH:17][c:18]3[c:19]([C:21](=[O:22])[NH:23][C:24](=[NH:25])[NH2:26])[cH:20]2)[cH:7][cH:8][cH:9][cH:10]1.[CH:28]([OH:29])([CH3:30])[CH3:31].[ClH:27]>>[ClH:27].[OH:4][c:5]1[c:6](-[c:11]2[n:12][c:13]3[cH:14][cH:15][cH:16][cH:17][c:18]3[c:19]([C:21](=[O:22])[NH:23][C:24](=[NH:25])[NH2:26])[cH:20]2)[cH:7][cH:8][cH:9][cH:10]1.